This data is from the Open Reaction Database (ORD), a public repository of structured organic reaction records. The task is: describe an organic reaction: reactants, conditions, products, and yield Reactants: ClC1=CC=C(C=C1)C1(N=C(N(C1C1=CC=C(C=C1)Cl)C(=O)Cl)C1=C(C=C(C=C1)OC)OC(C)C)C (rac-(4S*,5R*)-4,5-bis-(4-chloro-phenyl)-2-(2-isopropoxy-4-methoxy-phenyl)-4-methyl-4,5-dihydro-imidazole-1-carbonyl chloride), CN(C(=O)N1CCNCC1)C (piperazine-1-carboxylic acid dimethylamide). Product: CN(C(=O)N1CCN(CC1)C(=O)N1C(=N[C@@]([C@H]1C1=CC=C(C=C1)Cl)(C)C1=CC=C(C=C1)Cl)C1=C(C=C(C=C1)OC)OC(C)C)C (rac-4-[(4S*,5R*)-4,5-Bis-(4-chloro-phenyl)-2-(2-isopropoxy-4-methoxy-phenyl)-4-methyl-4,5-dihydro-imidazole-1-carbonyl]-piperazine-1-carboxylic acid dimethylamide). Reaction SMILES: [Cl:1][C:2]1[CH:7]=[CH:6][C:5]([C:8]2([CH3:35])[CH:12]([C:13]3[CH:18]=[CH:17][C:16]([Cl:19])=[CH:15][CH:14]=3)[N:11]([C:20](Cl)=[O:21])[C:10]([C:23]3[CH:28]=[CH:27][C:26]([O:29][CH3:30])=[CH:25][C:24]=3[O:31][CH:32]([CH3:34])[CH3:33])=[N:9]2)=[CH:4][CH:3]=1.[CH3:36][N:37]([CH3:46])[C:38]([N:40]1[CH2:45][CH2:44][NH:43][CH2:42][CH2:41]1)=[O:39]>>[CH3:36][N:37]([CH3:46])[C:38]([N:40]1[CH2:41][CH2:42][N:43]([C:20]([N:11]2[C@H:12]([C:13]3[CH:14]=[CH:15][C:16]([Cl:19])=[CH:17][CH:18]=3)[C@@:8]([C:5]3[CH:6]=[CH:7][C:2]([Cl:1])=[CH:3][CH:4]=3)([CH3:35])[N:9]=[C:10]2[C:23]2[CH:28]=[CH:27][C:26]([O:29][CH3:30])=[CH:25][C:24]=2[O:31][CH:32]([CH3:33])[CH3:34])=[O:21])[CH2:44][CH2:45]1)=[O:39]. Procedure details: In a manner analogous to the method described in example 5, rac-(4S*,5R*)-4,5-bis-(4-chloro-phenyl)-2-(2-isopropoxy-4-methoxy-phenyl)-4-methyl-4,5-dihydro-imidazole-1-carbonyl chloride was reacted with piperazine-1-carboxylic acid dimethylamide (Aldrich) to give the title compound. LC-MS: 652.2 [(M+H)+] Procedure: A solution of (4-{4-[(1-isopropylpiperidin-4-yl)oxy]phenyl}tetrahydro-2H-pyran-4-yl)methylamine (100 mg, 0.30 mmol), 3-chloropropanesulphonyl chloride (51 μl, 0.40 mmol) and N,N-diisopropylethylamine (521 μl, 0.30 mmol) in dichloromethane (2 ml) was stirred at room temperature for 18 hrs. The reaction mixture was concentrated in vacuo and then partitioned between dichloromethane (10 ml) and sodium bicarbonate solution (10 ml). The aqueous layer was extracted with a further 10 ml dichloromethane ... As a reaction SMILES: [CH:1]([N:4]1[CH2:9][CH2:8][CH:7]([O:10][C:11]2[CH:16]=[CH:15][C:14]([C:17]3([CH2:23][NH2:24])[CH2:22][CH2:21][O:20][CH2:19][CH2:18]3)=[CH:13][CH:12]=2)[CH2:6][CH2:5]1)([CH3:3])[CH3:2].Cl[CH2:26][CH2:27][CH2:28][S:29](Cl)(=[O:31])=[O:30].C(N(CC)C(C)C)(C)C.CC(C)([O-])C.[K+]>ClCCl.O1CCCC1>[NH3:4].[CH:1]([N:4]1[CH2:9][CH2:8][CH:7]([O:10][C:11]2[CH:16]=[CH:15][C:14]([C:17]3([CH2:23][N:24]4[CH2:26][CH2:27][CH2:28][S:29]4(=[O:31])=[O:30])[CH2:18][CH2:19][O:20][CH2:21][CH2:22]3)=[CH:13][CH:12]=2)[CH2:6][CH2:5]1)([CH3:3])[CH3:2] |f:3.4|. Run at temperature 40 celsius, time 18 hour. Starting materials: CC(C)([O-])C.[K+] (Potassium tert-butoxide), C(C)(C)N1CCC(CC1)OC1=CC=C(C=C1)C1(CCOCC1)CN ((4-{4-[(1-isopropylpiperidin-4-yl)oxy]phenyl}tetrahydro-2H-pyran-4-yl)methylamine), ClCCCS(=O)(=O)Cl (3-chloropropanesulphonyl chloride), C(C)(C)N(C(C)C)CC (N,N-diisopropylethylamine). The product is N (ammonia), C(C)(C)N1CCC(CC1)OC1=CC=C(C=C1)C1(CCOCC1)CN1S(CCC1)(=O)=O (2-{[4-(4-[(1-isopropylpiperidin-4-yl)oxy]phenyl)tetrahydro-2H-pyran-4-yl]methyl}isothiazolidine 1,1-dioxide). Run in O1CCCC1 (tetrahydrofuran), ClCCl (dichloromethane). Yield: 29.0%. Starting materials: O1CC(CC1)C(CC)=O (1-tetrahydro-3-furanyl-1-propanone), NC1=NC=C(C=C1)[N+](=O)[O-] (2-amino-5-nitropyridine). The solvent is C(C)(=O)OCC (ethyl acetate). The product is CC1=C(N=C2N1C=C(C=C2)[N+](=O)[O-])C2COCC2 (3-Methyl-6-nitro-2-tetrahydro-3-furanylimidazo[1,2-a]pyridine). As a reaction SMILES: [O:1]1[CH2:5][CH2:4][CH:3]([C:6](=O)[CH2:7][CH3:8])[CH2:2]1.[NH2:10][C:11]1[CH:16]=[CH:15][C:14]([N+:17]([O-:19])=[O:18])=[CH:13][N:12]=1>C(OCC)(=O)C>[CH3:8][C:7]1[N:12]2[CH:13]=[C:14]([N+:17]([O-:19])=[O:18])[CH:15]=[CH:16][C:11]2=[N:10][C:6]=1[CH:3]1[CH2:4][CH2:5][O:1][CH2:2]1. Reported procedure: Operations similar to Production Example 1-(1) were conducted using 1-tetrahydro-3-furanyl-1-propanone in place of 3-methyl-2-butanone, and successively those of Production Example 1-(2) were conducted using 2-amino-5-nitropyridine. The resulting solid was suspended in ethyl acetate, washed with saturated aqueous sodium hydrogencarbonate solution and purified by silica gel column chromatography (hexane/ethyl acetate=2/1) to provide the title compound as yellow crystals. The reactants are BrB(Br)Br, COc1ccc(-c2n[nH]c3nc(N)sc23)cc1, ClCCl. The product is Nc1nc2[nH]nc(-c3ccc(O)cc3)c2s1. Reaction SMILES: [B:18]([Br:19])([Br:20])[Br:21].[CH3:1][O:2][c:3]1[cH:4][cH:5][c:6](-[c:9]2[n:10][nH:11][c:12]3[n:13][c:14]([NH2:17])[s:15][c:16]23)[cH:7][cH:8]1.[Cl:22][CH2:23][Cl:24]>>[OH:2][c:3]1[cH:4][cH:5][c:6](-[c:9]2[n:10][nH:11][c:12]3[n:13][c:14]([NH2:17])[s:15][c:16]23)[cH:7][cH:8]1. Run in CO (methanol). As a reaction SMILES: C([O:8][C:9]1[CH:10]=[N:11][CH:12]=[C:13]([C:15]([F:18])([F:17])[F:16])[CH:14]=1)C1C=CC=CC=1>CO.[Pd]>[F:18][C:15]([F:16])([F:17])[C:13]1[CH:14]=[C:9]([OH:8])[CH:10]=[N:11][CH:12]=1. Isolated yield 38.8%. Reaction conditions: temperature 50 celsius, time 24 hour. Procedure details: To a solution of 3-(benzyloxy)-5-(trifluoromethyl)pyridine (10 g, 39.5 mmol) in methanol (100 mL) was added Pd/C (0.500 g, 4.70 mmol). The reaction mixture was stirred at 50° C. under H2 (55 psi) for 24 h, filtered and concentrated under reduce pressure to afford the crude product (2.5 g). Reagents/catalysts: [Pd] (Pd/C). Starting materials: C(C1=CC=CC=C1)OC=1C=NC=C(C1)C(F)(F)F (3-(benzyloxy)-5-(trifluoromethyl)pyridine). The product is FC(C=1C=C(C=NC1)O)(F)F (5-(trifluoromethyl)pyridin-3-ol). Reactants: Nc1cnccc1-c1cc(Br)cnc1F, CC#N, CO, ClCCl, [F-], [K+], OB(O)c1ccc(CN2CCCCC2)cc1, O. Product: Nc1cnccc1-c1cc(-c2ccc(CN3CCCCC3)cc2)cnc1F. RXN SMILES: [Br:1][c:2]1[cH:3][c:4](-[c:9]2[c:10]([NH2:15])[cH:11][n:12][cH:13][cH:14]2)[c:5]([F:8])[n:6][cH:7]1.[CH3:32][C:33]#[N:34].[CH3:38][OH:39].[Cl:40][CH2:41][Cl:42].[F-:35].[K+:36].[N:16]1([CH2:22][c:23]2[cH:24][cH:25][c:26]([B:29]([OH:30])[OH:31])[cH:27][cH:28]2)[CH2:17][CH2:18][CH2:19][CH2:20][CH2:21]1.[OH2:37]>>[c:2]1(-[c:26]2[cH:25][cH:24][c:23]([CH2:22][N:16]3[CH2:17][CH2:18][CH2:19][CH2:20][CH2:21]3)[cH:28][cH:27]2)[cH:3][c:4](-[c:9]2[c:10]([NH2:15])[cH:11][n:12][cH:13][cH:14]2)[c:5]([F:8])[n:6][cH:7]1.